This data is from the Open Reaction Database (ORD), a public repository of structured organic reaction records. The task is: describe an organic reaction: reactants, conditions, products, and yield The reactants are C(CC)C=1NC2=CC=C(C(=C2C1)C(F)(F)F)C#N (2-propyl-4-(trifluoromethyl)-1H-indole-5-carbonitrile), ClCC1=NOC(=C1)C1=CC=C(C=C1)F (3-(chloromethyl)-5-(4-fluorophenyl)isoxazole). RXN SMILES: [CH2:1]([C:4]1[NH:5][C:6]2[C:11]([CH:12]=1)=[C:10]([C:13]([F:16])([F:15])[F:14])[C:9]([C:17]#[N:18])=[CH:8][CH:7]=2)[CH2:2][CH3:3].Cl[CH2:20][C:21]1[CH:25]=[C:24]([C:26]2[CH:31]=[CH:30][C:29]([F:32])=[CH:28][CH:27]=2)[O:23][N:22]=1>>[F:32][C:29]1[CH:28]=[CH:27][C:26]([C:24]2[O:23][N:22]=[C:21]([CH2:20][N:5]3[C:6]4[C:11](=[C:10]([C:13]([F:15])([F:16])[F:14])[C:9]([C:17]#[N:18])=[CH:8][CH:7]=4)[CH:12]=[C:4]3[CH2:1][CH2:2][CH3:3])[CH:25]=2)=[CH:31][CH:30]=1. Yields the product FC1=CC=C(C=C1)C1=CC(=NO1)CN1C(=CC2=C(C(=CC=C12)C#N)C(F)(F)F)CCC (1-{[5-(4-Fluorophenyl)-3-isoxazolyl]methyl}-2-propyl-4-(trifluoromethyl)-1H-indole-5-carbonitrile). Reported procedure: Synthesized in a manner similar to Example 23 using 2-propyl-4-(trifluoromethyl)-1H-indole-5-carbonitrile and 3-(chloromethyl)-5-(4-fluorophenyl)isoxazole: MS (ES) m/z 428 (M+1). Starting materials: C1(\C=C/C(=O)O1)=O (maleic anhydride), C(C)(=O)O (acetic acid), [N+](=O)([O-])C=1C=C(C=C(C(=O)O)C1)C(=O)O (5-nitroisophthalic acid), C(C)(=O)O (acetic acid). Reagents/catalysts: [Pd] (palladium-on-charcoal). The solvent is O1CCOCC1 (dioxane), [OH-].[Na+] (sodium hydroxide). The product is C1(C=CC(N1C=1C=C(C=C(C(=O)O)C1)C(=O)O)=O)=O (5-maleimidylisophthalic acid). RXN SMILES: [N+:1]([C:4]1[CH:5]=[C:6]([C:13]([OH:15])=[O:14])[CH:7]=[C:8]([CH:12]=1)[C:9]([OH:11])=[O:10])([O-])=O.C(O)(=O)C.[C:20]1(=O)[O:25][C:23](=[O:24])[CH:22]=[CH:21]1>[OH-].[Na+].[Pd].O1CCOCC1>[C:20]1(=[O:25])[N:1]([C:4]2[CH:5]=[C:6]([C:13]([OH:15])=[O:14])[CH:7]=[C:8]([CH:12]=2)[C:9]([OH:11])=[O:10])[C:23](=[O:24])[CH:22]=[CH:21]1 |f:3.4|. Reported procedure: 211.2 g (1.0 mol) of 5-nitroisophthalic acid are dissolved in 1,590 g of aqueous sodium hydroxide (90.0 g of sodium hydroxide in 1,500 ml of water) and the solution is rendered neutral with 15 ml of anhydrous acetic acid and hydrogenated in the presence of 10 g of a palladium-on-charcoal catalyst (5% by weight of Pd). The catalyst is filtered off and a solution of 118.0 g (1.2 mols) of maleic anhydride in 150 ml of dioxane is added to the filtrate in the course of 2 hours, whilst stirring vigoro...